This data is from the Open Reaction Database (ORD), a public repository of structured organic reaction records. The task is: describe an organic reaction: reactants, conditions, products, and yield The reactants are [OH-].[Na+] (Sodium hydroxide), O (water), COC1=C(C=CC=C1OC)CC(CC#N)C1=CC=CC=C1 (4-(2',3'-Dimethoxyphenyl)-3-phenylbutanenitrile). Run in C(C)O (ethanol). Yields the product COC1=C(C=CC=C1OC)CC(CC(=O)O)C1=CC=CC=C1 (4-(2',3'-Dimethoxyphenyl)-3-phenylbutyric Acid). Yield: 98.0%. Reaction SMILES: [CH3:1][O:2][C:3]1[C:8]([O:9][CH3:10])=[CH:7][CH:6]=[CH:5][C:4]=1[CH2:11][CH:12]([C:16]1[CH:21]=[CH:20][CH:19]=[CH:18][CH:17]=1)[CH2:13][C:14]#N.[OH-:22].[Na+].[OH2:24]>C(O)C>[CH3:1][O:2][C:3]1[C:8]([O:9][CH3:10])=[CH:7][CH:6]=[CH:5][C:4]=1[CH2:11][CH:12]([C:16]1[CH:21]=[CH:20][CH:19]=[CH:18][CH:17]=1)[CH2:13][C:14]([OH:24])=[O:22] |f:1.2|. Procedure details: 4-(2',3'-Dimethoxyphenyl)-3-phenylbutanenitrile (20 g, 71 mmol), from Step 4, was dissolved in 1.5L of ethanol. Sodium hydroxide (20 g, 0.5 mol) and 200 mL of water were added and the reaction mixture was heated at reflux temperature for 24 h. The solvent was removed in vacuo and 1L of water plus 1L of methylene chloride were added to the residue. The layers were separated and the organic layer discarded. The aqueous layer was acidified with concentrated hydrochloric acid and extracted with 3L o... The reactants are C[Mg]Br (methylmagnesium bromide), [OH-].[Na+] (sodium hydroxide), BrC1=CC(=NC=C1)C#N (4-bromopyridine-2-carbonitrile), [BH4-].[Na+] (sodium borohydride). The solvent is C1CCOC1 (THF), CO (Methanol), C(C)(=O)OCC (ethyl acetate), C1CCOC1 (THF). Conditions: time 2 hour. Product: BrC1=CC(=NC=C1)C(C)N (1-(4-Bromopyridin-2-yl)ethanamine). As a reaction SMILES: [CH3:1][Mg]Br.[Br:4][C:5]1[CH:10]=[CH:9][N:8]=[C:7]([C:11]#[N:12])[CH:6]=1.[BH4-].[Na+].[OH-].[Na+]>C1COCC1.C(OCC)(=O)C.CO>[Br:4][C:5]1[CH:10]=[CH:9][N:8]=[C:7]([CH:11]([NH2:12])[CH3:1])[CH:6]=1 |f:2.3,4.5|. Reported procedure: Into a 500-mL 3-necked round-bottom flask, purged and maintained with an inert atmosphere of nitrogen, was placed a solution of methylmagnesium bromide (3 M in THF) (63.4 mL, 190 mmol) in THF (100 mL) A solution of 4-bromopyridine-2-carbonitrile (11.6 g, 63.4 mmol; patent US 2009/0239876 A1, example 2) in THF (40 mL) was added drop-wise at room temperature over 40 min. Methanol (40 mL) was then added drop-wise followed by portion-wise addition of sodium borohydride (11.8 g, 312 mmol) in several ... Reactants: C1(=CC=CC=C1)C=1N=CC(=NC1C1=CC=CC=C1)NCC (5,6-diphenyl-2-(ethylamino)pyrazine), C(C)(C)(C)OC(COCCCCBr)=O (2-(4-bromobutyloxy)acetic acid tert-butyl ester). Yields the product C(C)(C)(C)OC(COCCCCN(CC)C1=NC(=C(N=C1)C1=CC=CC=C1)C1=CC=CC=C1)=O (2-{4-[N-(5,6-diphenylpyrazin-2-yl)-N-ethylamino]butyloxy}acetic acid tert-butyl ester). Reaction SMILES: [C:1]1([C:7]2[N:8]=[CH:9][C:10]([NH:19][CH2:20][CH3:21])=[N:11][C:12]=2[C:13]2[CH:18]=[CH:17][CH:16]=[CH:15][CH:14]=2)[CH:6]=[CH:5][CH:4]=[CH:3][CH:2]=1.[C:22]([O:26][C:27](=[O:35])[CH2:28][O:29][CH2:30][CH2:31][CH2:32][CH2:33]Br)([CH3:25])([CH3:24])[CH3:23]>>[C:22]([O:26][C:27](=[O:35])[CH2:28][O:29][CH2:30][CH2:31][CH2:32][CH2:33][N:19]([C:10]1[CH:9]=[N:8][C:7]([C:1]2[CH:6]=[CH:5][CH:4]=[CH:3][CH:2]=2)=[C:12]([C:13]2[CH:18]=[CH:17][CH:16]=[CH:15][CH:14]=2)[N:11]=1)[CH2:20][CH3:21])([CH3:25])([CH3:24])[CH3:23]. Reported procedure: In the same manner as in Example 22, except that 5,6-diphenyl-2-(ethylamino)pyrazine was used in place of 5,6-diphenyl-2-(methylamino)pyrazine and 2-(4-bromobutyloxy)acetic acid tert-butyl ester was used in place of 2-(4-bromobutyloxy)acetic acid methyl ester, the desired compound was prepared as a pale yellow oily substance. The reactants are COC1=CC=C(C=C1)N1CCNCC1 (1-(4-methoxyphenyl)-piperazine), ClCCC(COC1=CC=C(C=C1)Cl)O (4-chloro-1-(4-chlorophenoxy)-2-butanol), C([O-])([O-])=O.[Na+].[Na+] (sodium carbonate), [I-].[K+] (potassium iodide). Solvent: CC(C)O (2-propanol), C(CCC)O (1-butanol). The product is Cl.Cl.ClC1=CC=C(OCC(CCN2CCN(CC2)C2=CC=C(C=C2)OC)O)C=C1 (1-(4-Chlorophenoxy)-4-[4-(4-methoxyphenyl)-1-piperazinyl]-2-butanol dihydrochloride), Cl (hydrogen chloride). As a reaction SMILES: [CH3:1][O:2][C:3]1[CH:8]=[CH:7][C:6]([N:9]2[CH2:14][CH2:13][NH:12][CH2:11][CH2:10]2)=[CH:5][CH:4]=1.[Cl:15][CH2:16][CH2:17][CH:18]([OH:28])[CH2:19][O:20][C:21]1[CH:26]=[CH:25][C:24]([Cl:27])=[CH:23][CH:22]=1.C(=O)([O-])[O-].[Na+].[Na+].[I-].[K+]>CC(O)C.C(O)CCC>[ClH:15].[ClH:15].[Cl:27][C:24]1[CH:25]=[CH:26][C:21]([O:20][CH2:19][CH:18]([OH:28])[CH2:17][CH2:16][N:12]2[CH2:13][CH2:14][N:9]([C:6]3[CH:5]=[CH:4][C:3]([O:2][CH3:1])=[CH:8][CH:7]=3)[CH2:10][CH2:11]2)=[CH:22][CH:23]=1.[ClH:15] |f:2.3.4,5.6,9.10.11|. Reported procedure: This compound was prepared according to the procedure of Example 97. A mixture of 3.0 g (0.015 mole) of 1-(4-methoxyphenyl)-piperazine, 3.7 g (0.015 mole) of 4-chloro-1-(4-chlorophenoxy)-2-butanol, 5.2 g (0.05 mole) of anhydrous sodium carbonate and 0.1 g of potassium iodide in a total volume of 200 ml of 1-butanol gave an oil as residue. The hydrochloride was formed in 2-propanol saturated with hydrogen chloride and the collected solid was recrystallized from methanol-water to give 3.3 g (42%) ... Reactants: [Al+3], Brc1ccc2sccc2c1, [Cl-], [Cl-], [Cl-], ClCCl, Cl, O=C(Cl)Cc1ccccc1. Yields the product O=C(Cc1ccccc1)c1csc2ccc(Br)cc12. Reaction SMILES: [Al+3:22].[Br:1][c:2]1[cH:3][cH:4][c:5]2[c:6]([cH:7][cH:8][s:9]2)[cH:10]1.[Cl-:21].[Cl-:23].[Cl-:24].[Cl:26][CH2:27][Cl:28].[ClH:25].[c:11]1([CH2:17][C:18](=[O:19])[Cl:20])[cH:12][cH:13][cH:14][cH:15][cH:16]1>>[Br:1][c:2]1[cH:3][cH:4][c:5]2[c:6]([c:7]([C:18]([CH2:17][c:11]3[cH:12][cH:13][cH:14][cH:15][cH:16]3)=[O:19])[cH:8][s:9]2)[cH:10]1.